Task: describe an organic reaction: reactants, conditions, products, and yield. Dataset: the Open Reaction Database (ORD), a public repository of structured organic reaction records The reactants are NC1=C2C(N(C(=NC2=CC=C1)C)C1C(NC(CC1)=O)=O)=O (3-(5-amino-2-methyl-4-oxo-4H-quinazolin-3-yl)-piperidine-2,6-dione), C(C1=CC=CC=C1)OCC(=O)Cl (benzyloxyacetyl chloride). Solvent: O1CCCC1 (tetrahydrofuran). Reaction conditions: temperature 80 celsius. The product is C(C1=CC=CC=C1)OCC(=O)NC1=C2C(N(C(=NC2=CC=C1)C)C1C(NC(CC1)=O)=O)=O (2-benzyloxy-N-[3-(2,6-dioxo-piperidin-3-yl)-2-methyl-4-oxo-3,4-dihydro-quinazolin-5-yl]acetamide). Yield: 46.0%. RXN SMILES: [NH2:1][C:2]1[CH:11]=[CH:10][CH:9]=[C:8]2[C:3]=1[C:4](=[O:21])[N:5]([CH:13]1[CH2:18][CH2:17][C:16](=[O:19])[NH:15][C:14]1=[O:20])[C:6]([CH3:12])=[N:7]2.[CH2:22]([O:29][CH2:30][C:31](Cl)=[O:32])[C:23]1[CH:28]=[CH:27][CH:26]=[CH:25][CH:24]=1>O1CCCC1>[CH2:22]([O:29][CH2:30][C:31]([NH:1][C:2]1[CH:11]=[CH:10][CH:9]=[C:8]2[C:3]=1[C:4](=[O:21])[N:5]([CH:13]1[CH2:18][CH2:17][C:16](=[O:19])[NH:15][C:14]1=[O:20])[C:6]([CH3:12])=[N:7]2)=[O:32])[C:23]1[CH:28]=[CH:27][CH:26]=[CH:25][CH:24]=1. Procedure details: To a stirred mixture of 3-(5-amino-2-methyl-4-oxo-4H-quinazolin-3-yl)-piperidine-2,6-dione (0.42 g, 1.4 mmol) in tetrahydrofuran (10 mL), was added benzyloxyacetyl chloride (0.75 mL, 4.8 mmol) and heated at 80° C. for three hours. The mixture was quenched with a few drops of methanol. The solvent was evaporated, and the residue was purified by flash column chromatography (Silica gel, methanol/methylene chloride 4%/96%) to give 2-benzyloxy-N-[3-(2,6-dioxo-piperidin-3-yl)-2-methyl-4-oxo-3,4-dihydr... Reactants: COc1ccccc1C(OS(C)(=O)=O)c1ccc(NC(=O)C2(c3ccc4c(c3)OCO4)CC2)nc1, COc1ccccc1C(c1ccc(NC(=O)C2(c3ccc4c(c3)OCO4)CC2)nc1)N(C)C, OC1CCNC1. Yields the product COc1ccccc1C(c1ccc(NC(=O)C2(c3ccc4c(c3)OCO4)CC2)nc1)N1CCC(O)C1. As a reaction SMILES: [CH3:1][S:2]([O:3][CH:6]([c:7]1[c:8]([O:13][CH3:14])[cH:9][cH:10][cH:11][cH:12]1)[c:15]1[cH:16][n:17][c:18]([NH:21][C:22](=[O:23])[C:24]2([c:27]3[cH:28][c:29]4[c:30]([cH:34][cH:35]3)[O:31][CH2:32][O:33]4)[CH2:25][CH2:26]2)[cH:19][cH:20]1)(=[O:4])=[O:5].[O:42]1[c:43]2[cH:44][cH:45][c:46]([C:47]3([C:48]([NH:49][c:50]4[cH:51][cH:52][c:53]([CH:54]([N:55]([CH3:56])[CH3:57])[c:58]5[cH:59][cH:60][cH:61][cH:62][c:63]5[O:64][CH3:65])[cH:66][n:67]4)=[O:68])[CH2:69][CH2:70]3)[cH:71][c:72]2[O:73][CH2:74]1.[OH:36][CH:37]1[CH2:38][NH:39][CH2:40][CH2:41]1>>[CH:6]([c:7]1[c:8]([O:13][CH3:14])[cH:9][cH:10][cH:11][cH:12]1)([c:15]1[cH:16][n:17][c:18]([NH:21][C:22](=[O:23])[C:24]2([c:27]3[cH:28][c:29]4[c:30]([cH:34][cH:35]3)[O:31][CH2:32][O:33]4)[CH2:25][CH2:26]2)[cH:19][cH:20]1)[N:39]1[CH2:38][CH:37]([OH:36])[CH2:41][CH2:40]1. Starting materials: C=CCCCC (1-hexene), C(C)(C)O (isopropanol), O=O (oxygen). The reagents and catalysts are [Pd](Cl)Cl (palladium chloride). Solvent: O (water). Reaction conditions: temperature 40 celsius. The product is CC(CCCC)=O (2-hexanone), CCC(CCC)=O (3-hexanone). Yield: 20.0%. As a reaction SMILES: [CH2:1]=[CH:2][CH2:3][CH2:4][CH2:5][CH3:6].C([OH:10])(C)C.O=O>[Pd](Cl)Cl.O>[CH3:1][C:2](=[O:10])[CH2:3][CH2:4][CH2:5][CH3:6].[CH3:1][CH2:2][C:3](=[O:10])[CH2:4][CH2:5][CH3:6]. Procedure details: The operating conditions are substantially those of example 29: 0.236 mole of 1-hexene (30 cc), 65 cc of anhydrous isopropanol, 2 millimoles of palladium chloride, 4 millimoles of Cu (ClO4)2 (HMPT)4 complex and 5 cc water are introduced into a heat-insulated reactor and stirred at 40° C at a pH of about 7. After 4 hours of reaction, 25 millimoles of oxygen is absorbed; 25 millimoles of 2-hexanone (selectivity: 41%) and 12 millimoles of 3-hexanone (selectivity: 20%) is formed; 60 millimoles of 1-... The reactants are [Br-], CCCC[N+](CCCC)(CCCC)CCCC, CCC(=O)c1c(C)cc(NC(=O)OC(C)C)cc1C, CI, [K+], C1CCOC1, [OH-]. The product is CCC(=O)c1c(C)cc(N(C)C(=O)OC(C)C)cc1C. Reaction SMILES: [Br-:29].[CH2:30]([N+:31]([CH2:32][CH2:33][CH2:34][CH3:35])([CH2:36][CH2:37][CH2:38][CH3:39])[CH2:40][CH2:41][CH2:42][CH3:43])[CH2:44][CH2:45][CH3:46].[CH3:1][c:2]1[cH:3][c:4]([NH:13][C:14]([O:15][CH:16]([CH3:17])[CH3:18])=[O:19])[cH:5][c:6]([CH3:12])[c:7]1[C:8]([CH2:9][CH3:10])=[O:11].[I:20][CH3:21].[K+:23].[O:24]1[CH2:25][CH2:26][CH2:27][CH2:28]1.[OH-:22]>>[CH3:1][c:2]1[cH:3][c:4]([N:13]([C:14]([O:15][CH:16]([CH3:17])[CH3:18])=[O:19])[CH3:21])[cH:5][c:6]([CH3:12])[c:7]1[C:8]([CH2:9][CH3:10])=[O:11]. Starting materials: C(C)C1=C(C(=CC=C1)CC)C=1C=C2C(=CN1)NC=C2CC#N ([5-(2,6-diethyl-phenyl)-1H-pyrrolo[2,3-c]pyridin-3-yl]-acetonitrile), IC1=CC=C(C=C1)C(C)C (1-iodo-4-isopropyl-benzene), C(=O)([O-])[O-].[Cs+].[Cs+] (Cs2CO3), C(CN)N (ethylenediamine). The reagents and catalysts are [Cu](I)I (copper iodide). The solvent is CCOC(=O)C (EtOAc), O1CCOCC1 (dioxane). Run at temperature 60 celsius. Yields the product C(C)C1=C(C(=CC=C1)CC)C=1C=C2C(=CN1)N(C=C2CC#N)C2=CC=C(C=C2)C(C)C ([5-(2,6-diethyl-phenyl)-1-(4-isopropyl-phenyl)-1H-pyrrolo[2,3-c]pyridin-3-yl]-acetonitrile). RXN SMILES: [CH2:1]([C:3]1[CH:8]=[CH:7][CH:6]=[C:5]([CH2:9][CH3:10])[C:4]=1[C:11]1[CH:12]=[C:13]2[C:19]([CH2:20][C:21]#[N:22])=[CH:18][NH:17][C:14]2=[CH:15][N:16]=1)[CH3:2].I[C:24]1[CH:29]=[CH:28][C:27]([CH:30]([CH3:32])[CH3:31])=[CH:26][CH:25]=1.C([O-])([O-])=O.[Cs+].[Cs+].C(N)CN>CCOC(C)=O.[Cu](I)I.O1CCOCC1>[CH2:1]([C:3]1[CH:8]=[CH:7][CH:6]=[C:5]([CH2:9][CH3:10])[C:4]=1[C:11]1[CH:12]=[C:13]2[C:19]([CH2:20][C:21]#[N:22])=[CH:18][N:17]([C:24]3[CH:29]=[CH:28][C:27]([CH:30]([CH3:32])[CH3:31])=[CH:26][CH:25]=3)[C:14]2=[CH:15][N:16]=1)[CH3:2] |f:2.3.4|. Reported procedure: A mixture of [5-(2,6-diethyl-phenyl)-1H-pyrrolo[2,3-c]pyridin-3-yl]-acetonitrile (800 mg, 3.1 mmol), 1-iodo-4-isopropyl-benzene (1.13 g, 4.6 mmol), copper iodide (874 mg, 4.6 mmol), Cs2CO3 (1.50 g, 4.6 mmol) and ethylenediamine (30 μL, 4.6 mmol), and dioxane (100 mL) is heated to 60° C. under nitrogen for 18 h. The mixture is diluted with EtOAc and filtered over a small pad of silica gel. The obtained solution is concentrated under reduced pressure, and the residue is purified by chromatography ... Starting materials: OC1=C2CCC(CC2=C(C=2C(C3=CC=CC(=C3C(C12)=O)O)=O)O)OC(C)=O (5,7,12-trihydroxy-2-acetoxy-1,2,3,4,6,11-hexahydro-6,11-dioxonaphthacene), solution, Cl (hydrochloric acid). The solvent is CO (methanol). Yields the product OC1CC2=C(C=3C(C4=CC=CC(=C4C(C3C(=C2CC1)O)=O)O)=O)O (2,5,7,12-tetrahydroxy-1,2,3,4,6,11-hexahydro-6,11-dioxonaphthacene). Yield: 108.4%. RXN SMILES: [OH:1][C:2]1[C:19]2[C:18](=[O:20])[C:17]3[C:12](=[CH:13][CH:14]=[CH:15][C:16]=3[OH:21])[C:11](=[O:22])[C:10]=2[C:9]([OH:23])=[C:8]2[C:3]=1[CH2:4][CH2:5][CH:6]([O:24]C(=O)C)[CH2:7]2.Cl>CO>[OH:24][CH:6]1[CH2:5][CH2:4][C:3]2[C:8](=[C:9]([OH:23])[C:10]3[C:11](=[O:22])[C:12]4[C:17]([C:18](=[O:20])[C:19]=3[C:2]=2[OH:1])=[C:16]([OH:21])[CH:15]=[CH:14][CH:13]=4)[CH2:7]1. Reported procedure: The ester of Example 19 (50 mg) was suspended in a 1 N solution of hydrochloric acid in 1:1 aqueous methanol and this was heated for one hour on the steam bath. The excess solvent was removed by concentration on a hot plate and the suspension cooled and filtered to give 48 mg of 2,5,7,12-tetrahydroxy-1,2,3,4,6,11-hexahydro-6,11-dioxonaphthacene (formula 17) as a red powder. The reactants are C(C)(=O)C1=CC=C(C=C1)C=C1C(NC(S1)=O)=O (5-(4-acetylphenylmethylene)thiazolidine-2,4-dione), C(C1=CC=CC=C1)=O (benzaldehyde). Solvent: [OH-].[Na+] (NaOH), CO (methanol). Conditions: time 3 day. Yields the product C1(=CC=CC=C1)C=CC(=O)C1=CC=C(C=C1)C=C1C(NC(S1)=O)=O (5-[4-(3-Phenyl-2-propenoyl)phenylmethylene]thiazolidine-2,4-dione). Yield: 29.8%. As a reaction SMILES: [C:1]([C:4]1[CH:9]=[CH:8][C:7]([CH:10]=[C:11]2[S:15][C:14](=[O:16])[NH:13][C:12]2=[O:17])=[CH:6][CH:5]=1)(=[O:3])[CH3:2].[CH:18](=O)[C:19]1[CH:24]=[CH:23][CH:22]=[CH:21][CH:20]=1>[OH-].[Na+].CO>[C:19]1([CH:18]=[CH:2][C:1]([C:4]2[CH:5]=[CH:6][C:7]([CH:10]=[C:11]3[S:15][C:14](=[O:16])[NH:13][C:12]3=[O:17])=[CH:8][CH:9]=2)=[O:3])[CH:24]=[CH:23][CH:22]=[CH:21][CH:20]=1 |f:2.3|. Procedure: A solution of 5-(4-acetylphenylmethylene)thiazolidine-2,4-dione (1.0 g, 4.0 mmol) and benzaldehyde (0.62 ml, 6.1 mmol) in 1N NaOH (14 ml) and methanol (25 ml) was stirred for 1 hour at 0° C. and then at room temperature for 3 days, the precipitate was collected and dissolved in water, and this solution was acidified with 2N HCl and extracted with ethyl acetate (2×30 ml). The combined extracts were washed with brine (30 ml), dried over sodium sulfate and concentrated in vacuo, leaving the free ac...